From a dataset of the Open Reaction Database (ORD), a public repository of structured organic reaction records. describe an organic reaction: reactants, conditions, products, and yield The reactants are Br, CC(=O)O, CN1C(=O)CNC1=O, Oc1ccccc1. The product is CN1C(=O)NC(c2ccc(O)cc2)C1=O. Reaction SMILES: [Br:9].[CH3:17][C:18](=[O:19])[OH:20].[CH3:1][N:2]1[C:3](=[O:8])[NH:4][CH2:5][C:6]1=[O:7].[OH:10][c:11]1[cH:12][cH:13][cH:14][cH:15][cH:16]1>>[CH3:1][N:2]1[C:3](=[O:8])[NH:4][CH:5]([c:14]2[cH:13][cH:12][c:11]([OH:10])[cH:16][cH:15]2)[C:6]1=[O:7]. RXN SMILES: [CH3:31][N:32]1[CH2:33][CH2:34][CH2:35][C:36]1=[O:37].[CH:20]([N:21]([CH2:22][CH3:23])[CH:24]([CH3:25])[CH3:26])([CH3:27])[CH3:28].[Cl:1][c:2]1[c:3]2[c:4]([n:5][cH:6][cH:7]1)[nH:8][cH:9][cH:10]2.[H-:30].[NH2:11][c:12]1[c:13]([F:19])[cH:14][c:15]([OH:18])[cH:16][cH:17]1.[Na+:29].[OH2:38]>>[c:2]1([O:18][c:15]2[cH:14][c:13]([F:19])[c:12]([NH2:11])[cH:17][cH:16]2)[c:3]2[c:4]([n:5][cH:6][cH:7]1)[nH:8][cH:9][cH:10]2. The reactants are CN1CCCC1=O, CCN(C(C)C)C(C)C, Clc1ccnc2[nH]ccc12, [H-], Nc1ccc(O)cc1F, [Na+], O. The product is Nc1ccc(Oc2ccnc3[nH]ccc23)cc1F. Starting materials: Cc1nc2ccccn2c(=O)c1Br, CC[O-], CCO, COc1cccc(C=O)c1OC1CCCC1, [Na+]. The product is COc1cccc(C=Cc2nc3ccccn3c(=O)c2Br)c1OC1CCCC1. Reaction SMILES: [Br:1][c:2]1[c:3]([CH3:13])[n:4][c:5]2[n:6]([c:7]1=[O:8])[cH:9][cH:10][cH:11][cH:12]2.[CH3:31][CH2:32][O-:33].[CH3:34][CH2:35][OH:36].[CH:14]1([O:19][c:20]2[c:21]([CH:22]=[O:23])[cH:24][cH:25][cH:26][c:27]2[O:28][CH3:29])[CH2:15][CH2:16][CH2:17][CH2:18]1.[Na+:30]>>[Br:1][c:2]1[c:3]([CH:13]=[CH:22][c:21]2[c:20]([O:19][CH:14]3[CH2:15][CH2:16][CH2:17][CH2:18]3)[c:27]([O:28][CH3:29])[cH:26][cH:25][cH:24]2)[n:4][c:5]2[n:6]([c:7]1=[O:8])[cH:9][cH:10][cH:11][cH:12]2. Starting materials: NC(=N)N (guanidine), COC1=NCC(CC1C(=O)OCC)CO[Si](C)(C)C(C)(C)C (2-methoxy-3-carboethoxy-5-[t-butyl(dimethyl)silyloxymethyl]-3,4,5,6-tetrahydropyridine). Solvent: O (water). Reaction conditions: temperature 90 celsius. Yields the product NC=1N=C(C2=C(N1)NCC(C2)CO[Si](C)(C)C(C)(C)C)O (2-Amino-4-hydroxy-6-[t-butyl(dimethyl)silyloxymethyl]-5,6,7,8-tetrahydropyrido[2,3-d]pyrimidine). Isolated yield 73.1%. RXN SMILES: [NH2:1][C:2]([NH2:4])=[NH:3].CO[C:7]1[CH:12]([C:13](OCC)=[O:14])[CH2:11][CH:10]([CH2:18][O:19][Si:20]([C:23]([CH3:26])([CH3:25])[CH3:24])([CH3:22])[CH3:21])[CH2:9][N:8]=1>O>[NH2:3][C:2]1[N:4]=[C:13]([OH:14])[C:12]2[CH2:11][CH:10]([CH2:18][O:19][Si:20]([C:23]([CH3:25])([CH3:24])[CH3:26])([CH3:22])[CH3:21])[CH2:9][NH:8][C:7]=2[N:1]=1. Procedure: A mixture of 9.8 g of guanidine free base and 13.8 g of 2-methoxy-3-carboethoxy-5-[t-butyl(dimethyl)silyloxymethyl]-3,4,5,6-tetrahydropyridine was heated at 90° C. under nitrogen for 18 hours. The mixture was cooled to room temperature, and water was added to give a white precipitate. This was filtered to give 9.5 g of the title compound: MS m/z 311 (M+ +1), 310 (M+); 300-MHz 1H NMR (DMSO-d6) δ0.03 (s, 6 H), 0.85 (S, 9 H), 1.70-1.88 (m, 2 H), 2.27-2.38 (m, 1 H), 2.78-2.88 (m, 1 H), 3.16-3.27 (m,... Reactants: C1(=CC=CC=C1)P(C1=CC=CC=2C(C3=CC=CC(=C3OC12)P(C1=CC=CC=C1)C1=CC=CC=C1)(C)C)C1=CC=CC=C1 (4,5-bis(diphenylphosphino)-9,9-dimethylxanthene), C([O-])([O-])=O.[Cs+].[Cs+] (cesium carbonate), ClC1=NC2=CC(=CC(=C2C(=C1C)Cl)F)F (2,4-dichloro-5,7-difluoro-3-methylquinoline), CC1(CCC(NC1)=O)C (5,5-dimethylpiperidin-2-one). The reagents and catalysts are C=1C=CC(=CC1)/C=C/C(=O)/C=C/C2=CC=CC=C2.C=1C=CC(=CC1)/C=C/C(=O)/C=C/C2=CC=CC=C2.C=1C=CC(=CC1)/C=C/C(=O)/C=C/C2=CC=CC=C2.[Pd].[Pd] (Pd2(dba)3). The solvent is O1CCOCC1 (1,4-dioxane), CCOC(=O)C (EtOAc), C(Cl)Cl (DCM). Reaction conditions: temperature 100 celsius. Product: ClC1=C(C(=NC2=CC(=CC(=C12)F)F)N1C(CCC(C1)(C)C)=O)C (1-(4-chloro-5,7-difluoro-3-methylquinolin-2-yl)-5,5-dimethylpiperidin-2-one). RXN SMILES: C1(P(C2C=CC=CC=2)C2C3OC4C(=CC=CC=4P(C4C=CC=CC=4)C4C=CC=CC=4)C(C)(C)C=3C=CC=2)C=CC=CC=1.Cl[C:44]1[C:53]([CH3:54])=[C:52]([Cl:55])[C:51]2[C:46](=[CH:47][C:48]([F:57])=[CH:49][C:50]=2[F:56])[N:45]=1.[CH3:58][C:59]1([CH3:66])[CH2:64][NH:63][C:62](=[O:65])[CH2:61][CH2:60]1.C(=O)([O-])[O-].[Cs+].[Cs+]>O1CCOCC1.CCOC(C)=O.C(Cl)Cl.C1C=CC(/C=C/C(/C=C/C2C=CC=CC=2)=O)=CC=1.C1C=CC(/C=C/C(/C=C/C2C=CC=CC=2)=O)=CC=1.C1C=CC(/C=C/C(/C=C/C2C=CC=CC=2)=O)=CC=1.[Pd].[Pd]>[Cl:55][C:52]1[C:51]2[C:46](=[CH:47][C:48]([F:57])=[CH:49][C:50]=2[F:56])[N:45]=[C:44]([N:63]2[CH2:64][C:59]([CH3:66])([CH3:58])[CH2:60][CH2:61][C:62]2=[O:65])[C:53]=1[CH3:54] |f:3.4.5,9.10.11.12.13|. Reported procedure: The 4,5-bis(diphenylphosphino)-9,9-dimethylxanthene (273 mg, 0.472 mmol), 2,4-dichloro-5,7-difluoro-3-methylquinoline (XantPhos) (780 mg, 3.20 mmol), 5,5-dimethylpiperidin-2-one (400 mg, 3.20 mmol), cesium carbonate (1.40 g, 4.40 mmol) and Pd2(dba)3 (140 mg, 0.160 mmol) were slurried in 1,4-dioxane (8.5 mL) and heated in a microwave reactor at 100° C. for 3 h. The reaction was cooled and then diluted with EtOAc and DCM. The slurry was then filtered and the filtrate cond. The residue was purified... The reactants are COC(Cl)Cl (1,1-dichloromethyl methyl ether), C(Cl)Cl (CH2Cl2), C(C)OC(=O)C1CCC2=C(SC=C2)C1 (6-ethoxycarbonyl-4,5,6,7-tetrahydrobenzo[b]thiophene), ClCCl (dichloromethane), [Cl-].[Al+3].[Cl-].[Cl-] (aluminum chloride), C(Cl)Cl (CH2Cl2). The solvent is O (water), C(Cl)(Cl)Cl (CHCl3). Conditions: time 15 minute. Yields the product C(C)OC(=O)C1CCC2=C(SC(=C2)C=O)C1 (6-ethoxycarbonyl-2-formyl-4,5,6,7-tetrahydrobenzo[b]thiophene). RXN SMILES: [CH2:1]([O:3][C:4]([CH:6]1[CH2:14][C:10]2[S:11][CH:12]=[CH:13][C:9]=2[CH2:8][CH2:7]1)=[O:5])[CH3:2].ClCCl.[Cl-].[Al+3].[Cl-].[Cl-].[CH3:22][O:23]C(Cl)Cl>O.C(Cl)(Cl)Cl>[CH2:1]([O:3][C:4]([CH:6]1[CH2:14][C:10]2[S:11][C:12]([CH:22]=[O:23])=[CH:13][C:9]=2[CH2:8][CH2:7]1)=[O:5])[CH3:2] |f:2.3.4.5|. Procedure details: A mixture of 6-ethoxycarbonyl-4,5,6,7-tetrahydrobenzo[b]thiophene (0.80 g) and dichloromethane (CH2Cl2) was dropwise added to a mixture of aluminum chloride (AlCl3) (1.01 g) and CH2Cl2(5 ml) under ice-water cooling, and was stirred under the same conditions for 15 minutes. A mixture of 1,1-dichloromethyl methyl ether (0.52 ml) and CH2Cl2 (3 ml) was thereto added, and was stirred under the same conditions for 10 minutes. The reaction mixture was added into a mixture of CHCl3, ice, and water. The ...